describe an organic reaction: reactants, conditions, products, and yield From a dataset of the Open Reaction Database (ORD), a public repository of structured organic reaction records. Reactants: CC(=O)OCC1OC(OC(C)=O)C(N)C(OC(C)=O)C1OC(C)=O, O=C(Cl)c1ccc(-c2c(I)cc(I)cc2I)cc1[N+](=O)[O-]. The product is CC(=O)OCC1OC(OC(C)=O)(C(=O)c2ccc(-c3c(I)cc(I)cc3I)cc2[N+](=O)[O-])C(N)C(OC(C)=O)C1OC(C)=O. Reaction SMILES: [C:1]([CH3:2])(=[O:3])[O:4][CH:5]1[CH:6]([NH2:7])[CH:8]([O:9][C:10]([CH3:11])=[O:12])[CH:13]([O:14][C:15]([CH3:16])=[O:17])[CH:18]([CH2:20][O:21][C:22]([CH3:23])=[O:24])[O:19]1.[I:25][c:26]1[c:27](-[c:34]2[cH:35][c:36]([N+:43](=[O:44])[O-:45])[c:37]([C:40](=[O:41])[Cl:42])[cH:38][cH:39]2)[c:28]([I:33])[cH:29][c:30]([I:32])[cH:31]1>>[C:1]([CH3:2])(=[O:3])[O:4][C:5]1([C:40]([c:37]2[c:36]([N+:43](=[O:44])[O-:45])[cH:35][c:34](-[c:27]3[c:26]([I:25])[cH:31][c:30]([I:32])[cH:29][c:28]3[I:33])[cH:39][cH:38]2)=[O:41])[CH:6]([NH2:7])[CH:8]([O:9][C:10]([CH3:11])=[O:12])[CH:13]([O:14][C:15]([CH3:16])=[O:17])[CH:18]([CH2:20][O:21][C:22]([CH3:23])=[O:24])[O:19]1. Run in CCOC(=O)C (EtOAc). Procedure details: To a solution of methyl 4-methoxysalicylate (2.0 g, 11 mmol) in DMP (20 mL) at room temperature was added Cs2CO3 (1.3 eq, 4.7 g) and allyl bromide (1.3 eq, 1.23 mL). After 2 hr, reaction mixture was diluted with EtOAc and washed with water (3×), brine (1×). The organic layer was dried over Na2SO4 and concentrated to provide the product as a pale yellow oil. Product was used without further purification. Conditions: time 2 hour. The product is C(C=C)OC1=C(C(=O)OC)C=CC(=C1)OC (Methyl 2-(allyloxy)-4-methoxybenzoate). Reactants: COC=1C=C(C(C(=O)OC)=CC1)O (methyl 4-methoxysalicylate), C(=O)([O-])[O-].[Cs+].[Cs+] (Cs2CO3), C(C=C)Br (allyl bromide). RXN SMILES: [CH3:1][O:2][C:3]1[CH:4]=[C:5]([OH:13])[C:6](=[CH:11][CH:12]=1)[C:7]([O:9][CH3:10])=[O:8].C([O-])([O-])=O.[Cs+].[Cs+].[CH2:20](Br)[CH:21]=[CH2:22]>CCOC(C)=O>[CH2:22]([O:13][C:5]1[CH:4]=[C:3]([O:2][CH3:1])[CH:12]=[CH:11][C:6]=1[C:7]([O:9][CH3:10])=[O:8])[CH:21]=[CH2:20] |f:1.2.3|. The reactants are CI (Methyl iodide), N([C@H](CCSC)C(=O)N[C@@H](C)C(=O)OC)C(=O)OC(C)(C)C (Boc-(D)-Met-(L)-Ala-OMe). The solvent is CN(C)C=O (DMF), ClCCl (dichloromethane). Reaction conditions: temperature 5 celsius, time 16 hour. Product: C(C)(C)(C)OC(=O)N[C@H]1C(N(CC1)[C@H](C(=O)OC)C)=O (methyl (2S)-2-[(3R)-3-(N-[tert-butyloxycarbonyl]amino)-2-oxo-pyrrolidin-1-yl]propionate). Isolated yield 61.3%. RXN SMILES: CI.[NH:3]([C:18]([O:20][C:21]([CH3:24])([CH3:23])[CH3:22])=[O:19])[C@@H:4]([C:9]([NH:11][C@H:12]([C:14]([O:16][CH3:17])=[O:15])[CH3:13])=[O:10])[CH2:5][CH2:6]SC>CN(C=O)C.ClCCl>[C:21]([O:20][C:18]([NH:3][C@@H:4]1[CH2:5][CH2:6][N:11]([C@@H:12]([CH3:13])[C:14]([O:16][CH3:17])=[O:15])[C:9]1=[O:10])=[O:19])([CH3:24])([CH3:23])[CH3:22]. Procedure: Note: This sequence must be conducted under dry conditions with dry solvents otherwise epimerisation will occur. Methyl iodide (10 ml) was added to Boc-(D)-Met-(L)-Ala-OMe (8 g) in a mixture of DMF (20 ml) and dichloromethane (20 ml) and the mixture was allowed to stand for 16 hours and then evaporated to dryness. Further dichloromethane (2×50 ml) was added and evaporated to remove residual methyl iodide and the residue was dissolved in a mixture of DMF (300 ml) and dichloromethane (300 ml). The...